Dataset: the Open Reaction Database (ORD), a public repository of structured organic reaction records. Task: describe an organic reaction: reactants, conditions, products, and yield The reactants are COC=1C=C(C=CC1)C1=NN2C(C3=CC=CC=C3CC2)=N1 (2-(m-methoxyphenyl)-5,6-dihydro-s-triazolo[5,1-a]isoquinoline). Reagents/catalysts: [O-2].[O-2].[Mn+4] (manganese dioxide), [O-2].[O-2].[Mn+4] (manganese dioxide). The solvent is C1=CC=CC=C1 (benzene), C1=CC=CC=C1 (benzene). Run at time 6 hour. Yields the product COC=1C=C(C=CC1)C1=NN2C(C3=CC=CC=C3C=C2)=N1 (2-(m-Methoxyphenyl)-s-triazolo[5,1-a]isoquinoline). Isolated yield 70.0%. RXN SMILES: [CH3:1][O:2][C:3]1[CH:4]=[C:5]([C:9]2[N:21]=[C:12]3[C:13]4[C:18]([CH2:19][CH2:20][N:11]3[N:10]=2)=[CH:17][CH:16]=[CH:15][CH:14]=4)[CH:6]=[CH:7][CH:8]=1>[O-2].[O-2].[Mn+4].C1C=CC=CC=1>[CH3:1][O:2][C:3]1[CH:4]=[C:5]([C:9]2[N:21]=[C:12]3[C:13]4[C:18]([CH:19]=[CH:20][N:11]3[N:10]=2)=[CH:17][CH:16]=[CH:15][CH:14]=4)[CH:6]=[CH:7][CH:8]=1 |f:1.2.3|. Reported procedure: Thirty five grams of wet manganese dioxide, prepared as described by E. Pratt and J. Van de Castle, J. Org. Chem. 26, 2973 (1961) is suspended in 200 ml. of benzene, according to the procedure outlined by J. Goldman, J. Org. Chem. 34, 1979 (1969). The mixture is refluxed for about three hours, then a solution of 2.77 g. (0.010 mole) of 2-(m-methoxyphenyl)-5,6-dihydro-s-triazolo[5,1-a]isoquinoline in 30 ml. of anhydrous benzene is added. Refluxing is prolonged for a further six hours, then the re... Yields the product NC1=CC=C(C(=O)N2CC(NC3=CC=CC=C23)=O)C=C1 (4-(4-aminobenzoyl)-1,2,3,4-tetrahydroquinoxalin-2-one). Procedure details: A mixture of N-ethoxycarbonylmethyl-N-(4-nitrobenzoyl)-2-nitroaniline (500 mg) and iron powder (374 mg) in a mixture of ethanol (10 ml) and acetic acid (1 ml) was heated at 80° C. for 3 hours and the solution was cooled to ambient temperature. The mixture was filtered through celite and the filtrate was evaporated in vacuo. The residue was dissolved in chloroform (20 ml) and the solution was neutralized with aqueous sodium hydrogen carbonate. The solution was filtered through celite and the orga... Reaction conditions: temperature 80 celsius. The reagents and catalysts are [Fe] (iron). Reactants: C(C)OC(=O)CN(C1=C(C=CC=C1)[N+](=O)[O-])C(C1=CC=C(C=C1)[N+](=O)[O-])=O (N-ethoxycarbonylmethyl-N-(4-nitrobenzoyl)-2-nitroaniline). The yield is 16.2%. As a reaction SMILES: C([O:3][C:4]([CH2:6][N:7]([C:17](=[O:27])[C:18]1[CH:23]=[CH:22][C:21]([N+:24]([O-])=O)=[CH:20][CH:19]=1)[C:8]1[CH:13]=[CH:12][CH:11]=[CH:10][C:9]=1[N+:14]([O-])=O)=O)C>C(O)C.C(O)(=O)C.[Fe]>[NH2:24][C:21]1[CH:22]=[CH:23][C:18]([C:17]([N:7]2[C:8]3[C:9](=[CH:10][CH:11]=[CH:12][CH:13]=3)[NH:14][C:4](=[O:3])[CH2:6]2)=[O:27])=[CH:19][CH:20]=1. Solvent: C(C)O (ethanol), C(C)(=O)O (acetic acid). Starting materials: C(C)(C)(C)OC(=O)N1C2C1CC1=CC=CC=C21 ((±) N-tert-butoxycarbonyl-1,2-iminoindane), O(C1=CC=CC=C1)C1=CC=C(C=C1)O (4-phenoxyphenol). The reagents and catalysts are C1(=CC=C(C=C1)S(=O)(=O)[O-])C.[NH+]1=CC=CC=C1 (pyridinium p-toluenesulfonate). The solvent is C(Cl)(Cl)Cl (chloroform), C(Cl)(Cl)Cl (chloroform). Product: O(C1=CC=CC=C1)C1=CC=C(O[C@H]2[C@H](CC3=CC=CC=C23)NC(=O)OC(C)(C)C)C=C1 ((±)cis-1-[(4-Phenoxy)phenoxy]-2-tert-butoxycarbonylaminoindane). The yield is 39.8%. As a reaction SMILES: [C:1]([O:5][C:6]([N:8]1[CH:10]2[CH2:11][C:12]3[C:17]([CH:9]12)=[CH:16][CH:15]=[CH:14][CH:13]=3)=[O:7])([CH3:4])([CH3:3])[CH3:2].[O:18]([C:25]1[CH:30]=[CH:29][C:28]([OH:31])=[CH:27][CH:26]=1)[C:19]1[CH:24]=[CH:23][CH:22]=[CH:21][CH:20]=1>C(Cl)(Cl)Cl.C1(C)C=CC(S([O-])(=O)=O)=CC=1.[NH+]1C=CC=CC=1>[O:18]([C:25]1[CH:26]=[CH:27][C:28]([O:31][C@@H:9]2[C:17]3[C:12](=[CH:13][CH:14]=[CH:15][CH:16]=3)[CH2:11][C@@H:10]2[NH:8][C:6]([O:5][C:1]([CH3:4])([CH3:3])[CH3:2])=[O:7])=[CH:29][CH:30]=1)[C:19]1[CH:20]=[CH:21][CH:22]=[CH:23][CH:24]=1 |f:3.4|. Reported procedure: The title compound was prepared in a similar manner to Preparation 18 from (±) N-tert-butoxycarbonyl-1,2-iminoindane (3 g, 13 mmol), 4-phenoxyphenol (2.42 g, 13 mmol), pyridinium p-toluenesulfonate (50 mg) and chloroform (100 ml). After a reaction time of 3 h, the reaction was diluted with chloroform (100 ml) then washed sequentially with saturated aq. sodium bicarbonate, water and brine. After drying over Na2 SO4, volatiles were removed in vacuo and the residue subjected to column chromatograph... Reactants: dihydroxyalkylated product, C1=CC(=CC=C1O)C (p-cresol), C(C(F)(F)F)(O)O (fluoral hydrate), MgO. Run at temperature 105 celsius. Product: FC(C(O)C1=C(C(=CC(=C1)C)C(C(F)(F)F)O)O)(F)F (2,6-bis[2,2,2-trifluoro-1-hydroxyethyl]4-methyl-phenol). Reaction SMILES: [CH:1]1[C:6]([OH:7])=[CH:5][CH:4]=[C:3]([CH3:8])[CH:2]=1.[CH:9]([OH:15])(O)[C:10]([F:13])([F:12])[F:11]>>[F:11][C:10]([F:13])([F:12])[CH:9]([C:1]1[CH:2]=[C:3]([CH3:8])[CH:4]=[C:5]([CH:9]([OH:15])[C:10]([F:13])([F:12])[F:11])[C:6]=1[OH:7])[OH:15]. Procedure details: 5.8 g (50 mmol) of p-cresol and 15.5 g (100 mmol) of 75% fluoral hydrate are introduced into a 100 ml reactor. 5 g of MgO are added. The mixture is heated at 105° C. for 8 hours. After treating according to the protocol described in Example 1, 70% of dihydroxyalkylated product are obtained. The solvent is O1CCOCC1 (dioxane), O1CCOCC1 (dioxane). The reactants are CNC(=O)OCC (methyl-urethane), COC1CC(CCC1C)N.C(C)(=O)[O-] (3-methoxy-4-methyl-cyclohexyl-amine acetate). Yields the product COC=1C=C(N)C=CC1C (3-methoxy-4-methylaniline). Procedure details: 4.2 g of N-[4-(β-<2-methoxy-5-chlorobenzamido>-ethyl)-benzenesulfonyl]-methyl-urethane (melting point 189°- 191°C) are suspended in 50 ml of dioxane and dissolved in 50 ml dioxane after addition of 2 g of 3-methoxy-4-methyl-cyclohexyl-amine-acetate (melting point 134° - 136° C) (obtained by hydrogenation of the nucleus of 3-methoxy-4-methylaniline at Co2O3 at 260°C and under a pressure of 250 atmospheres H2) and heated for about 1 hour to 110°C, in which process the methanol which has formed dur... Reaction SMILES: CNC(OCC)=O.[CH3:8][O:9][CH:10]1[CH:15]([CH3:16])[CH2:14][CH2:13][CH:12]([NH2:17])[CH2:11]1.C([O-])(=O)C>O1CCOCC1>[CH3:8][O:9][C:10]1[CH:11]=[C:12]([CH:13]=[CH:14][C:15]=1[CH3:16])[NH2:17] |f:1.2|. Starting materials: [BH4-], CC1CCCN1CCCOc1ccc(-c2nc(CC(=O)N3CCCC3)co2)cc1, CO, I, [K+], [Na+], C1CCOC1, [OH-]. The product is CC1CCCN1CCCOc1ccc(-c2nc(CCN3CCCC3)co2)cc1. RXN SMILES: [BH4-:1].[CH3:3][CH:4]1[N:5]([CH2:9][CH2:10][CH2:11][O:12][c:13]2[cH:14][cH:15][c:16](-[c:19]3[o:20][cH:21][c:22]([CH2:24][C:25]([N:26]4[CH2:27][CH2:28][CH2:29][CH2:30]4)=[O:31])[n:23]3)[cH:17][cH:18]2)[CH2:6][CH2:7][CH2:8]1.[CH3:40][OH:41].[I:32].[K+:34].[Na+:2].[O:35]1[CH2:36][CH2:37][CH2:38][CH2:39]1.[OH-:33]>>[CH3:3][CH:4]1[N:5]([CH2:9][CH2:10][CH2:11][O:12][c:13]2[cH:14][cH:15][c:16](-[c:19]3[o:20][cH:21][c:22]([CH2:24][CH2:25][N:26]4[CH2:27][CH2:28][CH2:29][CH2:30]4)[n:23]3)[cH:17][cH:18]2)[CH2:6][CH2:7][CH2:8]1. Starting materials: COC1=CC=C(CN2N=CC=C2N)C=C1 (1-(4-methoxybenzyl)-1H-pyrazol-5-amine), C(C)OC(OCC)OCC (triethoxymethane), CC1(OC(CC(O1)=O)=O)C (2,2-dimethyl-1,3-dioxane-4,6-dione). Conditions: temperature 80 celsius. Product: COC1=CC=C(CN2N=CC=C2NC=C2C(OC(OC2=O)(C)C)=O)C=C1 (5-((1-(4-methoxybenzyl)-1H-pyrazol-5-ylamino)methylene)-2,2-dimethyl-1,3-dioxane-4,6-dione), C(C)OC(OCC)OCC (triethoxymethane). RXN SMILES: [CH2:1]([O:3][CH:4]([O:8][CH2:9][CH3:10])[O:5][CH2:6][CH3:7])[CH3:2].[CH3:11][C:12]1([CH3:20])[O:17][C:16](=[O:18])[CH2:15][C:14](=[O:19])[O:13]1.[CH3:21][O:22][C:23]1[CH:35]=[CH:34][C:26]([CH2:27][N:28]2[C:32]([NH2:33])=[CH:31][CH:30]=[N:29]2)=[CH:25][CH:24]=1>>[CH3:21][O:22][C:23]1[CH:24]=[CH:25][C:26]([CH2:27][N:28]2[C:32]([NH:33][CH:1]=[C:15]3[C:16](=[O:18])[O:17][C:12]([CH3:20])([CH3:11])[O:13][C:14]3=[O:19])=[CH:31][CH:30]=[N:29]2)=[CH:34][CH:35]=1.[CH2:1]([O:3][CH:4]([O:8][CH2:9][CH3:10])[O:5][CH2:6][CH3:7])[CH3:2]. Procedure details: A stirred mixture of triethoxymethane (339 mL, 2037 mmol), and 2,2-dimethyl-1,3-dioxane-4,6-dione (Meldrum's acid) (35.2 g, 244 mmol) was heated to 80° C. for 1 hour. A suspension of 1-(4-methoxybenzyl)-1H-pyrazol-5-amine [41.4 g, 204 mmol; prepared according to the procedure described by Misra, R. N., et al. Bioorg. Med. Chem. Lett. 2003, 13, 1133-1136, except desalting was performed as follows: 1-(4-methoxybenzyl)-1H-pyrazol-5-amine hydrochloride (44 g) was partitioned between MTBE (300 mL) an... Starting materials: [H-].[H-].[H-].[H-].[Li+].[Al+3] (LiAlH4), [N+](=O)([O-])CC (1-nitroethane), C(C1=CN=CC=C1)=O (nicotinaldehyde). The solvent is C1CCOC1 (THF). Conditions: time 20 minute. The product is [N+](=O)([O-])C(C(O)C=1C=NC=CC1)C (2-Nitro-1-pyridin-3-yl-propan-1-ol). The yield is 62.7%. RXN SMILES: [H-].[H-].[H-].[H-].[Li+].[Al+3].[N+:7]([CH2:10][CH3:11])([O-:9])=[O:8].[CH:12](=[O:19])[C:13]1[CH:18]=[CH:17][CH:16]=[N:15][CH:14]=1>C1COCC1>[N+:7]([CH:10]([CH3:11])[CH:12]([C:13]1[CH:14]=[N:15][CH:16]=[CH:17][CH:18]=1)[OH:19])([O-:9])=[O:8] |f:0.1.2.3.4.5|. Reported procedure: To a solution of LiAlH4 (2M in THF) (1.4 mL, 2.8 mmol) in dry THF (110 mL) at 0° C., was slowly added 1-nitroethane (2.00 mL, 28 mmol) under argon. After 20 min at 0° C., nicotinaldehyde (2.64 mL, 28 mmol) was added in one portion. The mixture was stirred for 16 hours, while allowing the temperature to rise from 0° C. to room temperature. The reaction mixture was quenched by addition of 5 mL of 1M HCl, followed by addition of CH2Cl2 and Na2SO4. The resulting suspension was stirred for 15 minutes...